This data is from the Open Reaction Database (ORD), a public repository of structured organic reaction records. The task is: describe an organic reaction: reactants, conditions, products, and yield Starting materials: BrC(Br)(Br)Br, C1CCOC1, CC(O)CCCCCc1nc2ccccc2[nH]1, c1ccc(P(c2ccccc2)c2ccccc2)cc1. Yields the product CC(Br)CCCCCc1nc2ccccc2[nH]1. As a reaction SMILES: [C:18]([Br:19])([Br:20])([Br:21])[Br:22].[O:42]1[CH2:43][CH2:44][CH2:45][CH2:46]1.[OH:1][CH:2]([CH2:3][CH2:4][CH2:5][CH2:6][CH2:7][c:8]1[n:9][c:10]2[c:11]([nH:12]1)[cH:13][cH:14][cH:15][cH:16]2)[CH3:17].[c:23]1([P:24]([c:25]2[cH:26][cH:27][cH:28][cH:29][cH:30]2)[c:31]2[cH:32][cH:33][cH:34][cH:35][cH:36]2)[cH:37][cH:38][cH:39][cH:40][cH:41]1>>[CH:2]([CH2:3][CH2:4][CH2:5][CH2:6][CH2:7][c:8]1[n:9][c:10]2[c:11]([nH:12]1)[cH:13][cH:14][cH:15][cH:16]2)([CH3:17])[Br:19]. Reactants: Nc1ccc(Cl)cc1F, COCCOc1cc2nncc(Cl)c2cc1OC, CN(C)C=O. Yields the product Cl, COCCOc1cc2nncc(Nc3ccc(Cl)cc3F)c2cc1OC. As a reaction SMILES: [Cl:19][c:20]1[cH:21][c:22]([F:27])[c:23]([NH2:24])[cH:25][cH:26]1.[Cl:1][c:2]1[cH:3][n:4][n:5][c:6]2[cH:7][c:8]([O:14][CH2:15][CH2:16][O:17][CH3:18])[c:9]([O:12][CH3:13])[cH:10][c:11]12.[O:28]=[CH:29][N:30]([CH3:31])[CH3:32]>>[ClH:1].[c:2]1([NH:24][c:23]2[c:22]([F:27])[cH:21][c:20]([Cl:19])[cH:26][cH:25]2)[cH:3][n:4][n:5][c:6]2[cH:7][c:8]([O:14][CH2:15][CH2:16][O:17][CH3:18])[c:9]([O:12][CH3:13])[cH:10][c:11]12. The reactants are O=C1Nc2ccc(Br)cc2C1=O, CC(=O)O, NNC(=O)c1ccc(NC(=O)CCc2ccccc2)cc1. Product: O=C(CCc1ccccc1)Nc1ccc(C(=O)NN=C2C(=O)Nc3ccc(Br)cc32)cc1. Reaction SMILES: [Br:1][c:2]1[cH:3][c:4]2[c:8]([cH:9][cH:10]1)[NH:7][C:6](=[O:11])[C:5]2=[O:12].[CH3:34][C:35](=[O:36])[OH:37].[NH:13]([NH2:14])[C:15](=[O:16])[c:17]1[cH:18][cH:19][c:20]([NH:23][C:24]([CH2:25][CH2:26][c:27]2[cH:28][cH:29][cH:30][cH:31][cH:32]2)=[O:33])[cH:21][cH:22]1>>[Br:1][c:2]1[cH:3][c:4]2[c:8]([cH:9][cH:10]1)[NH:7][C:6](=[O:11])[C:5]2=[N:14][NH:13][C:15](=[O:16])[c:17]1[cH:18][cH:19][c:20]([NH:23][C:24]([CH2:25][CH2:26][c:27]2[cH:28][cH:29][cH:30][cH:31][cH:32]2)=[O:33])[cH:21][cH:22]1. The product is NC1=NC=2C=CC=CC2C2=C1N=C(N2CCOCCNC(OC(C)(C)C)=O)C (tert-butyl 2-[2-(4-amino-2-methyl-1H-imidazo[4,5-c]quinolin-1-yl)ethoxy]ethylcarbamate). RXN SMILES: [CH3:1][C:2]1[N:3]([CH2:16][CH2:17][O:18][CH2:19][CH2:20][NH:21][C:22](=[O:28])[O:23][C:24]([CH3:27])([CH3:26])[CH3:25])[C:4]2[C:13]3[CH:12]=[CH:11][CH:10]=[CH:9][C:8]=3[N+:7]([O-])=[CH:6][C:5]=2[N:15]=1.[NH4+:29].[OH-].C1(C)C=CC(S(Cl)(=O)=O)=CC=1.O>C(Cl)Cl>[NH2:29][C:6]1[C:5]2[N:15]=[C:2]([CH3:1])[N:3]([CH2:16][CH2:17][O:18][CH2:19][CH2:20][NH:21][C:22](=[O:28])[O:23][C:24]([CH3:27])([CH3:26])[CH3:25])[C:4]=2[C:13]2[CH:12]=[CH:11][CH:10]=[CH:9][C:8]=2[N:7]=1 |f:1.2|. The reactants are CC=1N(C2=C(C=[N+](C=3C=CC=CC23)[O-])N1)CCOCCNC(OC(C)(C)C)=O (tert-butyl 2-[2-(2-methyl-5-oxido-1H-imidazo[4,5-c]quinolin-1-yl)ethoxy]ethylcarbamate), [NH4+].[OH-] (NH4OH), O (water), C1(=CC=C(C=C1)S(=O)(=O)Cl)C (p-toluenesulfonyl chloride). Procedure: A solution of tert-butyl 2-[2-(2-methyl-5-oxido-1H-imidazo[4,5-c]quinolin-1-yl)ethoxy]ethylcarbamate (11.21 g, 29.0 mmol) in 75 mL of CH2Cl2 was treated with 75 mL of concentrated NH4OH solution. The mixture was chilled in an ice water bath. To the rapidly stirred mixture was added solid p-toluenesulfonyl chloride (5.53 g, 29.0 mmol) over a 10 min period. The reaction mixture was then warmed to room temperature and treated with 75 mL of CH2Cl2 and 75 mL of water. The organic portion was then was... Run in C(Cl)Cl (CH2Cl2), C(Cl)Cl (CH2Cl2).